This data is from the Open Reaction Database (ORD), a public repository of structured organic reaction records. The task is: describe an organic reaction: reactants, conditions, products, and yield Starting materials: O=c1ccoc2ccc(OCCCCCl)cc12, O, c1ccc(N2CCNCC2)cc1. Product: O=c1ccoc2ccc(OCCCCN3CCN(c4ccccc4)CC3)cc12. As a reaction SMILES: [Cl:2][CH2:3][CH2:4][CH2:5][CH2:6][O:7][c:8]1[cH:9][cH:10][c:11]2[c:12]([c:13](=[O:17])[cH:14][cH:15][o:16]2)[cH:18]1.[O:1].[c:19]1([N:25]2[CH2:26][CH2:27][NH:28][CH2:29][CH2:30]2)[cH:20][cH:21][cH:22][cH:23][cH:24]1>>[CH2:3]([CH2:4][CH2:5][CH2:6][O:7][c:8]1[cH:9][cH:10][c:11]2[c:12]([c:13](=[O:17])[cH:14][cH:15][o:16]2)[cH:18]1)[N:28]1[CH2:27][CH2:26][N:25]([c:19]2[cH:20][cH:21][cH:22][cH:23][cH:24]2)[CH2:30][CH2:29]1. Starting materials: C(C1=CC=CC=C1)OC(=O)N[C@H]1[C@H](CC[C@H](C1)OS(=O)(=O)C)C(=O)OC (methyl (1S,2R,4R)-2-{[(benzyloxy)carbonyl]amino}-4-[(methylsulfonyl)oxy]cyclohexanecarboxylate), [N-]=[N+]=[N-].[Na+] (sodium azide), C(=O)(O)[O-].[Na+].O (NaHCO3 water). Run in CN(C=O)C (N,N-dimethylformamide). Reaction conditions: temperature 80 celsius, time 2.5 hour. Product: N(=[N+]=[N-])[C@@H]1C[C@H]([C@H](CC1)C(=O)OC)NC(=O)OCC1=CC=CC=C1 (Methyl (1S,2R,4S)-4-azido-2-{[(benzyloxy)carbonyl]amino}cyclohexanecarboxylate). Yield: 72.1%. As a reaction SMILES: [CH2:1]([O:8][C:9]([NH:11][C@@H:12]1[CH2:17][C@H:16](OS(C)(=O)=O)[CH2:15][CH2:14][C@@H:13]1[C:23]([O:25][CH3:26])=[O:24])=[O:10])[C:2]1[CH:7]=[CH:6][CH:5]=[CH:4][CH:3]=1.[N-:27]=[N+:28]=[N-:29].[Na+].C([O-])(O)=O.[Na+].O>CN(C)C=O>[N:27]([C@H:16]1[CH2:15][CH2:14][C@H:13]([C:23]([O:25][CH3:26])=[O:24])[C@H:12]([NH:11][C:9]([O:8][CH2:1][C:2]2[CH:7]=[CH:6][CH:5]=[CH:4][CH:3]=2)=[O:10])[CH2:17]1)=[N+:28]=[N-:29] |f:1.2,3.4.5|. Procedure: To a solution of methyl (1S,2R,4R)-2-{[(benzyloxy)carbonyl]amino}-4-[(methylsulfonyl)oxy]cyclohexanecarboxylate (0.30 g, 0.78 mmol) in N,N-dimethylformamide (2.6 mL) was added sodium azide (0.20 g, 3.1 mmol). The reaction was heated to 80° C. and stirred for 2.5 h. After cooling, the reaction mixture was poured into sat. NaHCO3/water and extracted with EtOAc (3 x). The combined extracts were washed with brine, dried (Na2SO4), and concentrated. The crude was purified on silica gel, eluting with 0... Reactants: C(C1=CC=CC=C1)Cl (benzyl chloride), ClC1=C2C=CC=NC2=C(C=C1)O (5-chloro-8-hydroxyquinoline), C([O-])([O-])=O.[K+].[K+] (potassium carbonate), [I-].[K+] (potassium iodide). Run in CN(C)C=O (DMF), CN(C)C=O (DMF), O (water). The product is ClC1=C2C=CC=NC2=C(C=C1)OCC1=CC=CC=C1 (5-Chloro-8-benzyloxyquinoline). The yield is 79.5%. Reaction SMILES: [Cl:1][C:2]1[CH:11]=[CH:10][C:9]([OH:12])=[C:8]2[C:3]=1[CH:4]=[CH:5][CH:6]=[N:7]2.C(=O)([O-])[O-].[K+].[K+].[I-].[K+].[CH2:21](Cl)[C:22]1[CH:27]=[CH:26][CH:25]=[CH:24][CH:23]=1>CN(C=O)C.O>[Cl:1][C:2]1[CH:11]=[CH:10][C:9]([O:12][CH2:21][C:22]2[CH:27]=[CH:26][CH:25]=[CH:24][CH:23]=2)=[C:8]2[C:3]=1[CH:4]=[CH:5][CH:6]=[N:7]2 |f:1.2.3,4.5|. Procedure: 10.0 mmol of 5-chloro-8-hydroxyquinoline (ALDRICH) are dissolved, with stirring, in 20 ml of dry DMF, in a 50 ml round-bottomed flask provided with stirring and a thermometer. Then 11 mmol of potassium carbonate and 10% by weight of potassium iodide are added. A solution of 11 mmol of benzyl chloride (JANSSEN) in 5 ml of DMF is added dropwise over 5 minutes, at room temperature and with stirring. After 18 hours of reaction at 50° C., the reaction mixture, supplemented with 100 ml of water is ext... The reactants are BrC=1C=CC(=NC1)SC (5-bromo-2-methylsulfanylpyridine), C[Si](C)(C)Cl (TMSCl), organozinc, C1=CC=C(C=C1)P(C2=CC=CC=C2)C3=CC=CC=C3 (PPh3), C1(CCCC1)\C=C(\C(=O)OC)/I ((Z)-methyl 3-cyclopentyl-2-iodoacrylate). The reagents and catalysts are C=1C=CC(=CC1)/C=C/C(=O)/C=C/C2=CC=CC=C2.C=1C=CC(=CC1)/C=C/C(=O)/C=C/C2=CC=CC=C2.C=1C=CC(=CC1)/C=C/C(=O)/C=C/C2=CC=CC=C2.[Pd].[Pd] (Pd2(dba)3), [Zn] (Zn). The solvent is C1CCOC1 (THF), C1CCOC1 (THF), C1CCOC1 (THF), C1CCOC1 (THF). Run at temperature 20 celsius, time 2 hour. The product is C1(CCCC1)C=C(C(=O)OC)C=1C=NC(=CC1)SC (methyl 3-cyclopentyl-2-(6-methylsulfanylpyridin-3-yl)acrylate). Reaction SMILES: C[Si](Cl)(C)C.[CH:6]1(/[CH:11]=[C:12](\I)/[C:13]([O:15][CH3:16])=[O:14])[CH2:10][CH2:9][CH2:8][CH2:7]1.C1C=CC(P(C2C=CC=CC=2)C2C=CC=CC=2)=CC=1.Br[C:38]1[CH:39]=[CH:40][C:41]([S:44][CH3:45])=[N:42][CH:43]=1>C1COCC1.[Zn].C1C=CC(/C=C/C(/C=C/C2C=CC=CC=2)=O)=CC=1.C1C=CC(/C=C/C(/C=C/C2C=CC=CC=2)=O)=CC=1.C1C=CC(/C=C/C(/C=C/C2C=CC=CC=2)=O)=CC=1.[Pd].[Pd]>[CH:6]1([CH:11]=[C:12]([C:38]2[CH:43]=[N:42][C:41]([S:44][CH3:45])=[CH:40][CH:39]=2)[C:13]([O:15][CH3:16])=[O:14])[CH2:10][CH2:9][CH2:8][CH2:7]1 |f:6.7.8.9.10|. Procedure details: DBE (345 μL, 4.0 mmol) was added to a suspension of Zn dust (2.62 g, 40.0 mmol) in anhydrous THF (4 mL). The mixture was heated to boiling, then allowed to cool down to 20° C. This process was repeated three times, then the mixture was stirred at 20° C. for 2 h, before being treated with TMSCl (380 μL, 3.0 mmol). Stirring was continued for 1.5 h, then a solution of (Z)-methyl 3-cyclopentyl-2-iodoacrylate (2.52 g, 9.0 mmol) in anhydrous THF (8 mL) was added over 3 min. The mixture was stirred at ... Reactants: C(C)OCCC=1C(C(C(OC(C(=O)O)CCCCCCCCCCCC)=CC1)N)=S(=O)=O (α-(p-ethoxyethyl sulfonyl amino phenoxy) tetradecanoic acid), S(=O)(Cl)Cl (thionylchloride). The solvent is C1=CC=CC=C1 (benzene). Yields the product C(CCCCCCCCCCCCC)(=O)Cl (tetradecanoyl chloride). Isolated yield 100.0%. As a reaction SMILES: C(OCCC1C(=S(=O)=O)C(N)C(=CC=1)O[CH:11]([CH2:15][CH2:16][CH2:17][CH2:18][CH2:19][CH2:20][CH2:21][CH2:22][CH2:23][CH2:24][CH2:25][CH3:26])[C:12](O)=[O:13])C.S(Cl)([Cl:35])=O>C1C=CC=CC=1>[C:12]([Cl:35])(=[O:13])[CH2:11][CH2:15][CH2:16][CH2:17][CH2:18][CH2:19][CH2:20][CH2:21][CH2:22][CH2:23][CH2:24][CH2:25][CH3:26]. Reported procedure: 4.5 g of intermediate B obtained by the example (b) was dissolved in 50 ml of benzene and stirred at the room temperature, and 7 ml of thionylchloride was then added therein. After stirred to make reflus for three hours, concentration was made, and 4.7 g (100%) of brown oil have been obtained. Reactants: CN(C=O)C (dimethylformamide), C(C)(=O)OCCCCCCCCCCCCC1=C(C=C(C(=C1O)OC)OC)C (6-(12-acetoxydodecyl)-2,3-dimethoxy-5-methylphenol). Reagents/catalysts: C1=CC=C(C(=C1)C=NCCN=CC2=CC=CC=C2[O-])[O-].[Co+2] (salcomine). Run in O=O (oxygen). Yields the product C(C)(=O)OCCCCCCCCCCCCC1=C(C(C(=C(C1=O)OC)OC)=O)C (6-(12-acetoxydodecyl)-2,3-dimethoxy-5-methyl-1,4-benzoquinone). As a reaction SMILES: CN(C)[CH:3]=[O:4].[C:6]([O:9][CH2:10][CH2:11][CH2:12][CH2:13][CH2:14][CH2:15][CH2:16][CH2:17][CH2:18][CH2:19][CH2:20][CH2:21][C:22]1[C:27]([OH:28])=[C:26]([O:29][CH3:30])[C:25]([O:31][CH3:32])=[CH:24][C:23]=1C)(=[O:8])[CH3:7]>O=O.C1C=C(C=NCCN=CC2C([O-])=CC=CC=2)C([O-])=CC=1.[Co+2]>[C:6]([O:9][CH2:10][CH2:11][CH2:12][CH2:13][CH2:14][CH2:15][CH2:16][CH2:17][CH2:18][CH2:19][CH2:20][CH2:21][C:22]1[C:27](=[O:28])[C:26]([O:29][CH3:30])=[C:25]([O:31][CH3:32])[C:3](=[O:4])[C:23]=1[CH3:24])(=[O:8])[CH3:7] |f:3.4|. Procedure details: To a dimethylformamide solution (20 ml) of 6-(12-acetoxydodecyl)-2,3-dimethoxy-5-methylphenol (1.1 g) is added bis(salicylidene)ethylenediiminocobalt(II) (40 mg) and the mixture is stirred in oxygen streams at atmospheric pressure and temperature for 72 hours. The product is isolated as in Example 7 and recrystallized from etherhexane (1:1). The above procedure yields 6-(12-acetoxydodecyl)-2,3-dimethoxy-5-methyl-1,4-benzoquinone (0.84 g) as orange-yellow needles melting at 47° C. Reactants: CC(C)(C)OC(=O)CCc1cncc2ccccc12, ClCCl, O=C(O)C(F)(F)F. The product is O=C(O)CCc1cncc2ccccc12. Reaction SMILES: [C:1]([CH3:2])([CH3:3])([CH3:4])[O:5][C:6]([CH2:7][CH2:8][c:9]1[cH:10][n:11][cH:12][c:13]2[cH:14][cH:15][cH:16][cH:17][c:18]12)=[O:19].[Cl:27][CH2:28][Cl:29].[F:20][C:21]([F:22])([F:23])[C:24]([OH:25])=[O:26]>>[O:5]=[C:6]([CH2:7][CH2:8][c:9]1[cH:10][n:11][cH:12][c:13]2[cH:14][cH:15][cH:16][cH:17][c:18]12)[OH:19]. Starting materials: O (water), C(C1=CC=CC=C1)N1C(=C(C=2C1=C(N=NC2)Cl)Br)C (1-benzyl-3 -bromo-7-chloro-2-methylpyrrolo [2,3-d]pyridazine), Cl (hydrochloric acid). Run in C(C1=CC=CC=C1)N (benzylamine). The product is C(C1=CC=CC=C1)N1C(=C(C=2C1=C(N=NC2)NCC2=CC=CC=C2)Br)C (1-Benzyl-7-benzylamino-3-bromo-2-methylpyrrolo[2,3-d]pyridazine). As a reaction SMILES: [CH2:1]([N:8]1[C:12]2=[C:13](Cl)[N:14]=[N:15][CH:16]=[C:11]2[C:10]([Br:18])=[C:9]1[CH3:19])[C:2]1[CH:7]=[CH:6][CH:5]=[CH:4][CH:3]=1.O.Cl>C(N)C1C=CC=CC=1>[CH2:1]([N:8]1[C:12]2=[C:13]([NH:8][CH2:1][C:2]3[CH:7]=[CH:6][CH:5]=[CH:4][CH:3]=3)[N:14]=[N:15][CH:16]=[C:11]2[C:10]([Br:18])=[C:9]1[CH3:19])[C:2]1[CH:7]=[CH:6][CH:5]=[CH:4][CH:3]=1. Procedure: A solution of 1.0 g (2.97 retool) of 1-benzyl-3 -bromo-7-chloro-2-methylpyrrolo [2,3-d]pyridazine in 5 ml of benzylamine is heated to 150° C. for 5 h and subsequently cooled to room temperature. The solution is then treated with 50 ml of water, adjusted to pH 6 with 2 N hydrochloric acid and extracted with 2×50 ml of dichloromethane. The organic extracts are dried over magnesium sulfate and concentrated. The residue which remains is chromatographed on silica gel (eluent: toluene/dioxane=2:1). Af...